describe an organic reaction: reactants, conditions, products, and yield From a dataset of the Open Reaction Database (ORD), a public repository of structured organic reaction records. Starting materials: ice water, C(C)OC(CC(=O)C1=CC2=CC=C(C=C2C=C1)OC)=O (ethyl(6-methoxy-2-naphthoyl)acetate), C1(O)=CC(O)=CC=C1 (resorcinol), P(=O)(Cl)(Cl)Cl (phosphoryl chloride). Run in C1=CC=CC=C1 (benzene). Yields the product OC1=CC=C2C(=CC(OC2=C1)=O)C1=CC2=CC=C(C=C2C=C1)OC (7-hydroxy-4(6-methoxy-2-naphthyl)coumarin). The yield is 68.8%. RXN SMILES: [CH2:1]([O:3][C:4](=[O:20])[CH2:5][C:6]([C:8]1[CH:17]=[CH:16][C:15]2[C:10](=[CH:11][CH:12]=[C:13]([O:18][CH3:19])[CH:14]=2)[CH:9]=1)=O)[CH3:2].[C:21]1([CH:28]=CC=[C:24](O)[CH:23]=1)[OH:22].P(Cl)(Cl)(Cl)=O>C1C=CC=CC=1>[OH:22][C:21]1[CH:28]=[C:1]2[C:2]([C:6]([C:8]3[CH:17]=[CH:16][C:15]4[C:10](=[CH:11][CH:12]=[C:13]([O:18][CH3:19])[CH:14]=4)[CH:9]=3)=[CH:5][C:4](=[O:20])[O:3]2)=[CH:24][CH:23]=1. Procedure details: A stirred solution of ethyl(6-methoxy-2-naphthoyl)acetate (36 g, 0.132 mole), resorcinol (14.6 g, 0.132 mole) and phosphoryl chloride (32 ml) in benzene (200 ml) was refluxed for 3 hours. The reaction mixture was allowed to cool, poured into ice/water and filtered to give the crude product as a red solid. Recrystallisation from ethanol gave 7-hydroxy-4(6-methoxy-2-naphthyl)coumarin (28.9 g, 69%) m.p. 223°-225° C. The reactants are C(CCC)[N+](CCCC)(CCCC)CCCC.O=C1N(C[C@@H]1NC(=O)OCC1=CC=CC=C1)S(=O)(=O)[O-] ((S)-2-Oxo-3-[[(phenylmethoxy)carbonyl]amino]-1-azetidinesulfonic acid, tetrabutylammonium salt). Reagents/catalysts: [Pd] (palladium on charcoal). Solvent: CN(C=O)C (dimethylformamide). Product: C(CCC)[N+](CCCC)(CCCC)CCCC.N[C@@H]1C(N(C1)S(=O)(=O)[O-])=O ((S)-3-Amino-2-oxo-1-azetidinesulfonic acid, tetrabutylammonium salt). Reaction SMILES: [CH2:1]([N+:5]([CH2:14][CH2:15][CH2:16][CH3:17])([CH2:10][CH2:11][CH2:12][CH3:13])[CH2:6][CH2:7][CH2:8][CH3:9])[CH2:2][CH2:3][CH3:4].[O:18]=[C:19]1[C@@H:22]([NH:23]C(OCC2C=CC=CC=2)=O)[CH2:21][N:20]1[S:34]([O-:37])(=[O:36])=[O:35]>CN(C)C=O.[Pd]>[CH2:14]([N+:5]([CH2:1][CH2:2][CH2:3][CH3:4])([CH2:6][CH2:7][CH2:8][CH3:9])[CH2:10][CH2:11][CH2:12][CH3:13])[CH2:15][CH2:16][CH3:17].[NH2:23][C@H:22]1[CH2:21][N:20]([S:34]([O-:37])(=[O:36])=[O:35])[C:19]1=[O:18] |f:0.1,4.5|. Reported procedure: (S)-2-Oxo-3-[[(phenylmethoxy)carbonyl]amino]-1-azetidinesulfonic acid, tetrabutylammonium salt (2 g; see Example 4) is dissolved in 100 ml of dimethylformamide and hydrogenated for about 30 minutes with 1 g of palladium on charcoal (10%) as catalyst. The catalyst is filtered off and the dimethylformamide is removed leaving the title compound as an oil. Reactants: C(C1=CC=CC=C1)OC(=O)N1CCN(CC1)C1=NC2=CC=CC=C2C(=N1)OCC(C(CO)O)O (2-[4-(benzyloxycarbonyl)piperazin-1-yl]-4-[(2,3,4-trihydroxybutan-1-yl)oxy]quinazoline), O1CCOCC1 (dioxane). The reagents and catalysts are [Pd] (palladium/carbon). Run in CO (methanol). Conditions: time 17 hour. Yields the product OC(COC1=NC(=NC2=CC=CC=C12)N1CCNCC1)C(CO)O (4-[(2RS,3SR)-(2,3,4-trihydroxybutan-1-yl)oxy]-2-(1-piperazinyl)quinazoline). Yield: 55.3%. Reaction SMILES: C(OC([N:11]1[CH2:16][CH2:15][N:14]([C:17]2[N:26]=[C:25]([O:27][CH2:28][CH:29]([OH:34])[CH:30]([OH:33])[CH2:31][OH:32])[C:24]3[C:19](=[CH:20][CH:21]=[CH:22][CH:23]=3)[N:18]=2)[CH2:13][CH2:12]1)=O)C1C=CC=CC=1.O1CCOCC1>CO.[Pd]>[OH:34][CH:29]([CH:30]([OH:33])[CH2:31][OH:32])[CH2:28][O:27][C:25]1[C:24]2[C:19](=[CH:20][CH:21]=[CH:22][CH:23]=2)[N:18]=[C:17]([N:14]2[CH2:15][CH2:16][NH:11][CH2:12][CH2:13]2)[N:26]=1. Procedure: To a solution of 2-[4-(benzyloxycarbonyl)piperazin-1-yl]-4-[(2,3,4-trihydroxybutan-1-yl)oxy]quinazoline (800 mg) in methanol (6 ml)--dioxane (6 ml) is added 10% palladium/carbon (160 mg), and the mixture is stirred under hydrogen atmosphere and under atmospheric pressure at room temperature for 17 hours. The reaction mixture is filtered, and the filtrate is evaporated to dryness under reduced pressure. The residue is crystallized from acetone, and the resulting crystalline substance is recrystal... Starting materials: CCOC(C)=O, Cl, O=C1CCC2=C(CCCC2)N1, C1COCCO1. The product is O=C1CCC2CCCCC2N1. RXN SMILES: [CH3:19][CH2:20][O:21][C:22]([CH3:23])=[O:24].[ClH:12].[NH:1]1[C:2](=[O:11])[CH2:3][CH2:4][C:5]2=[C:10]1[CH2:9][CH2:8][CH2:7][CH2:6]2.[O:13]1[CH2:14][CH2:15][O:16][CH2:17][CH2:18]1>>[NH:1]1[C:2](=[O:11])[CH2:3][CH2:4][CH:5]2[CH2:6][CH2:7][CH2:8][CH2:9][CH:10]12. Reactants: [Li]CCCC, CC(=O)c1ccc2c(c1)C(C)(C)CCS2, CCCCCC, CC(C)NC(C)C, CC(C)[N-]C(C)C, [Li+], C1CCOC1, CCOP(=O)(Cl)OCC. The product is C#Cc1ccc2c(c1)C(C)(C)CCS2. Reaction SMILES: [CH2:8]([Li:9])[CH2:10][CH2:11][CH3:12].[CH3:13][C:14]1([CH3:27])[CH2:15][CH2:16][S:17][c:18]2[cH:19][cH:20][c:21]([C:24]([CH3:25])=[O:26])[cH:22][c:23]21.[CH3:50][CH2:51][CH2:52][CH2:53][CH2:54][CH3:55].[CH:1]([NH:2][CH:3]([CH3:4])[CH3:5])([CH3:6])[CH3:7].[CH:37]([N-:38][CH:39]([CH3:40])[CH3:41])([CH3:42])[CH3:43].[Li+:44].[O:45]1[CH2:46][CH2:47][CH2:48][CH2:49]1.[P:28]([Cl:29])([O:30][CH2:31][CH3:32])([O:33][CH2:34][CH3:35])=[O:36]>>[CH3:13][C:14]1([CH3:27])[CH2:15][CH2:16][S:17][c:18]2[cH:19][cH:20][c:21]([C:24]#[CH:25])[cH:22][c:23]21.